From a dataset of the Open Reaction Database (ORD), a public repository of structured organic reaction records. describe an organic reaction: reactants, conditions, products, and yield Starting materials: Cc1cc2c(Br)cc(F)c(F)c2o1, C1CCOC1, [Li]CCCC, COB(OC)OC, CC(=O)O, CC1(C)CCCC(C)(C)N1, Cl, O, OO. The product is Cc1cc2c(Br)c(O)c(F)c(F)c2o1. Reaction SMILES: [Br:16][c:17]1[cH:18][c:19]([F:28])[c:20]([F:27])[c:21]2[c:22]1[cH:23][c:24]([CH3:26])[o:25]2.[CH2:39]1[O:40][CH2:41][CH2:42][CH2:43]1.[CH3:1][CH2:2][CH2:3][CH2:4][Li:5].[CH3:29][O:30][B:31]([O:32][CH3:33])[O:34][CH3:35].[CH3:45][C:46](=[O:47])[OH:48].[CH3:6][C:7]1([CH3:8])[CH2:9][CH2:10][CH2:11][C:12]([CH3:13])([CH3:14])[NH:15]1.[ClH:38].[OH2:44].[OH:36][OH:37]>>[Br:16][c:17]1[c:18]([OH:30])[c:19]([F:28])[c:20]([F:27])[c:21]2[c:22]1[cH:23][c:24]([CH3:26])[o:25]2. The reactants are ClC=1C=C(C(=O)O)C=C(C1C)[N+](=O)[O-] (3-chloro-4-methyl-5-nitro benzoic acid), ice. The solvent is C1CCOC1 (THF), C1CCOC1 (THF). Reaction conditions: temperature 0 celsius, time 1 hour. Product: ClC=1C=C(C=C(C1C)[N+](=O)[O-])CO ((3-chloro-4-methyl-5-nitrophenyl)methanol). The yield is 49.9%. As a reaction SMILES: [Cl:1][C:2]1[CH:3]=[C:4]([CH:8]=[C:9]([N+:12]([O-:14])=[O:13])[C:10]=1[CH3:11])[C:5](O)=[O:6]>C1COCC1>[Cl:1][C:2]1[CH:3]=[C:4]([CH2:5][OH:6])[CH:8]=[C:9]([N+:12]([O-:14])=[O:13])[C:10]=1[CH3:11]. Reported procedure: 4.2 g of 3-chloro-4-methyl-5-nitro benzoic acid was dissolved in 20 ml dry THF and the solution was cooled to 0° C. BH3 -THF (28 ml) solution was added in 2 ml portions. After 1 hr, the reaction mixture was poured onto 100 g of ice containing saturated NaHCO3 solution. The mixture was extracted with ether (3×75 ml). The extracts were washed with brine, dried (anhydrous MgSO4), filtered, and concentrated. The resultant brown oil was applied to a SiO2 column as a solution in toluene and eluted wit...